Dataset: the Open Reaction Database (ORD), a public repository of structured organic reaction records. Task: describe an organic reaction: reactants, conditions, products, and yield Product: Cc1ccc(-n2nc(C(C)(C)C)cc2NC(=O)Nc2ccc(Oc3ccnc(NC(=O)N4CCC(N(C)C)C4)c3)c3ccccc23)cc1. Reaction SMILES: [C:13]([CH3:14])([CH3:15])([CH3:16])[c:17]1[n:18][n:19](-[c:23]2[cH:24][cH:25][c:26]([CH3:29])[cH:27][cH:28]2)[c:20]([NH2:22])[cH:21]1.[C:1](=[O:2])([n:3]1[cH:4][cH:5][n:6][cH:7]1)[n:8]1[cH:9][cH:10][n:11][cH:12]1.[Cl:59][CH2:60][Cl:61].[NH2:30][c:31]1[cH:32][cH:33][c:34]([O:41][c:42]2[cH:43][c:44]([NH:48][C:49](=[O:50])[N:51]3[CH2:52][CH:53]([N:56]([CH3:57])[CH3:58])[CH2:54][CH2:55]3)[n:45][cH:46][cH:47]2)[c:35]2[cH:36][cH:37][cH:38][cH:39][c:40]12>>[C:1](=[O:2])([NH:22][c:20]1[n:19](-[c:23]2[cH:24][cH:25][c:26]([CH3:29])[cH:27][cH:28]2)[n:18][c:17]([C:13]([CH3:14])([CH3:15])[CH3:16])[cH:21]1)[NH:30][c:31]1[cH:32][cH:33][c:34]([O:41][c:42]2[cH:43][c:44]([NH:48][C:49](=[O:50])[N:51]3[CH2:52][CH:53]([N:56]([CH3:57])[CH3:58])[CH2:54][CH2:55]3)[n:45][cH:46][cH:47]2)[c:35]2[cH:36][cH:37][cH:38][cH:39][c:40]12. Reactants: Cc1ccc(-n2nc(C(C)(C)C)cc2N)cc1, O=C(n1ccnc1)n1ccnc1, ClCCl, CN(C)C1CCN(C(=O)Nc2cc(Oc3ccc(N)c4ccccc34)ccn2)C1. Reactants: ketal, N (ammonia), [H][H] (hydrogen), C(C(C)C)=C1CCC(CC1)=O (4-isobutylidenecyclohexanone), [Br-].C(C(C)C)[P+](C1=CC=CC=C1)(C1=CC=CC=C1)C1=CC=CC=C1.[H-].[Na+] (isobutyltriphenylphosphonium bromide sodium hydride), C1COC2(CCC(CC2)=O)O1 (cyclohexane-1,4-dione monoethylene ketal). The reagents and catalysts are [Ni] (Raney nickel). Solvent: CS(=O)C (DMSO). Product: C(C(C)C)=C1CCC(CC1)N (4-isobutylidenecyclohexylamine). Reaction SMILES: [CH:1](=[C:5]1[CH2:10][CH2:9][C:8](=O)[CH2:7][CH2:6]1)[CH:2]([CH3:4])[CH3:3].[Br-].C([P+](C1C=CC=CC=1)(C1C=CC=CC=1)C1C=CC=CC=1)C(C)C.[H-].[Na+].C1OC2(CCC(=O)CC2)OC1.[H][H].[NH3:51]>CS(C)=O.[Ni]>[CH:1](=[C:5]1[CH2:10][CH2:9][CH:8]([NH2:51])[CH2:7][CH2:6]1)[CH:2]([CH3:4])[CH3:3] |f:1.2.3.4|. Reported procedure: 26.7 g (0.18 mol) of 4-isobutylidenecyclohexanone (prepared with isobutyltriphenylphosphonium bromide/sodium hydride and cyclohexane-1,4-dione monoethylene ketal in DMSO, followed by hydrolysis of the ketal) in 200 ml of ammonia-saturated methanol was subjected to reductive amination at 100° C. at a hydrogen pressure of 100 bar in the presence of 6 g of Raney nickel. After the catalyst had been removed by filtration and the methanol had been stripped off, the crude product was distilled on a thi... Reactants: CCOC(=O)C(CCc1nnn[nH]1)NC(=O)OCc1ccccc1, C1CCOC1, [Li+], [OH-], O. The product is O=C(NC(CCc1nnn[nH]1)C(=O)O)OCc1ccccc1. Reaction SMILES: [CH2:1]([c:2]1[cH:3][cH:4][cH:5][cH:6][cH:7]1)[O:8][C:9](=[O:10])[NH:11][CH:12]([C:13](=[O:14])[O:15][CH2:16][CH3:17])[CH2:18][CH2:19][c:20]1[n:21][n:22][n:23][nH:24]1.[CH2:28]1[O:29][CH2:30][CH2:31][CH2:32]1.[Li+:25].[OH-:26].[OH2:27]>>[CH2:1]([c:2]1[cH:3][cH:4][cH:5][cH:6][cH:7]1)[O:8][C:9](=[O:10])[NH:11][CH:12]([C:13](=[O:14])[OH:15])[CH2:18][CH2:19][c:20]1[n:21][n:22][n:23][nH:24]1. Reactants: solution, B(Br)(Br)Br (BBr3), C(C)C1(C(NCCCC1)=O)C1=CC(=CC=C1)OC (3-ethyl-3-(3-methoxy-phenyl)-azepan-2-one). The solvent is C(Cl)Cl (CH2Cl2), C(Cl)Cl (CH2Cl2). Run at time 48 hour. Product: C(C)C1(C(NCCCC1)=O)C1=CC(=CC=C1)O (3-ethyl-3-(3-hydroxy-phenyl)-azepan-2-one). RXN SMILES: B(Br)(Br)Br.[CH2:5]([C:7]1([C:15]2[CH:20]=[CH:19][CH:18]=[C:17]([O:21]C)[CH:16]=2)[CH2:13][CH2:12][CH2:11][CH2:10][NH:9][C:8]1=[O:14])[CH3:6]>C(Cl)Cl>[CH2:5]([C:7]1([C:15]2[CH:20]=[CH:19][CH:18]=[C:17]([OH:21])[CH:16]=2)[CH2:13][CH2:12][CH2:11][CH2:10][NH:9][C:8]1=[O:14])[CH3:6]. Procedure details: A 1M solution of BBr3 (7.1 mL, 7.1 mmol) in CH2Cl2 was added to 3-ethyl-3-(3-methoxy-phenyl)-azepan-2-one (as described in Step A above) (0.800 g, 0.323 mmol) dissolved in anhydrous CH2Cl2 (5 mL) at −78° C. After 48 h of stirring at room temperature, the reaction was quenched with H2O, extracted with CH2Cl2 (3×), dried (MgSO4), concentrated and purified using reverse phase chromatography (95/5-5/95 H2O/CH3CN with 0.1% TFA, flow=65 mL/min) to give the title compound. Reactants: C(C)O (ethanol), [H-].[Na+] (sodium hydride), C(C)(=O)N1CCN(CC1)C=1N=CC2=C(N1)N(C=C(C2=O)C(=O)OCC)CCCl (ethyl 2-(4-acetyl-1-piperazinyl)-8-(2-chloroethyl)-5,8-dihydro-5oxopyrido[2,3-d]pyrimidine-6-carboxylate). The solvent is O (water). The product is Cl.N1(CCNCC1)C=1N=CC2=C(N1)N(C=C(C2=O)C(=O)O)C=C (5,8-Dihydro-2-(1-piperazinyl)-8-vinyl-5-oxopyrido[2,3-d]pyrimidine-6-carboxylic acid hydrochloride). Yield: 67.6%. RXN SMILES: C(O)C.[H-].[Na+].C([N:9]1[CH2:14][CH2:13][N:12]([C:15]2[N:16]=[CH:17][C:18]3[C:24](=[O:25])[C:23]([C:26]([O:28]CC)=[O:27])=[CH:22][N:21]([CH2:31][CH2:32][Cl:33])[C:19]=3[N:20]=2)[CH2:11][CH2:10]1)(=O)C>O>[ClH:33].[N:12]1([C:15]2[N:16]=[CH:17][C:18]3[C:24](=[O:25])[C:23]([C:26]([OH:28])=[O:27])=[CH:22][N:21]([CH:31]=[CH2:32])[C:19]=3[N:20]=2)[CH2:11][CH2:10][NH:9][CH2:14][CH2:13]1 |f:1.2,5.6|. Procedure details: To a mixture, containing 400 ml of absolute ethanol and 2.0 g of 65% sodium hydride, which was held at 60°C was added with stirring 5.0 g of ethyl 2-(4-acetyl-1-piperazinyl)-8-(2-chloroethyl)-5,8-dihydro-5oxopyrido[2,3-d]pyrimidine-6-carboxylate. The resulting mixture was heated to reflux for 2 hours and at the end of the period 200 ml of water was added. The mixture was refluxed for an additional 30 minutes. The ethanol was distilled off under reduced pressure and the resulting residue was acid... The reactants are COc1ccc(C(=O)Nc2cnccc2NC(=O)c2ccc(C(C)(C)C)cc2OC2CCNCC2)cc1, COc1cccc(OC)c1C=O. The product is COc1ccc(C(=O)Nc2cnccc2NC(=O)c2ccc(C(C)(C)C)cc2OC2CCN(Cc3c(OC)cccc3OC)CC2)cc1. As a reaction SMILES: [C:1]([CH3:2])([CH3:3])([CH3:4])[c:5]1[cH:6][c:7]([O:31][CH:32]2[CH2:33][CH2:34][NH:35][CH2:36][CH2:37]2)[c:8]([C:9](=[O:10])[NH:11][c:12]2[c:13]([NH:18][C:19]([c:20]3[cH:21][cH:22][c:23]([O:26][CH3:27])[cH:24][cH:25]3)=[O:28])[cH:14][n:15][cH:16][cH:17]2)[cH:29][cH:30]1.[CH3:38][O:39][c:40]1[c:41]([CH:42]=[O:43])[c:44]([O:48][CH3:49])[cH:45][cH:46][cH:47]1>>[C:1]([CH3:2])([CH3:3])([CH3:4])[c:5]1[cH:6][c:7]([O:31][CH:32]2[CH2:33][CH2:34][N:35]([CH2:42][c:41]3[c:40]([O:39][CH3:38])[cH:47][cH:46][cH:45][c:44]3[O:48][CH3:49])[CH2:36][CH2:37]2)[c:8]([C:9](=[O:10])[NH:11][c:12]2[c:13]([NH:18][C:19]([c:20]3[cH:21][cH:22][c:23]([O:26][CH3:27])[cH:24][cH:25]3)=[O:28])[cH:14][n:15][cH:16][cH:17]2)[cH:29][cH:30]1. Starting materials: C(O)([O-])=O.[Na+] (sodium hydrogen carbonate), C(#N)C=1C(=NC(=NC1)NC(C)C=1C=C(C(=O)O)C=CC1)C1=CN=C2N1C=CC=C2C(F)F (3-[1-({5-cyano-4-[8-(difluoromethyl)imidazo[1,2-a]pyridin-3-yl]pyrimidin-2-yl}amino)ethyl] benzoic acid), [Na] (sodium), C1=CN(C=N1)C(=O)N2C=CN=C2 (N,N-carbonyldiimidazole). Solvent: O1CCCC1 (tetrahydrofuran). Conditions: time 8 hour. Yields the product FC(C=1C=2N(C=CC1)C(=CN2)C2=NC(=NC=C2C#N)NC(C)C2=CC(=CC=C2)CO)F (4-[8-(difluoromethyl)imidazo[1,2-a]pyridin-3-yl]-2-({1-[3-(hydroxymethyl)phenyl)ethyl}amino)pyrimidin-5-carbonitrile). The yield is 34.2%. Reaction SMILES: [C:1]([C:3]1[C:4]([C:21]2[N:25]3[CH:26]=[CH:27][CH:28]=[C:29]([CH:30]([F:32])[F:31])[C:24]3=[N:23][CH:22]=2)=[N:5][C:6]([NH:9][CH:10]([C:12]2[CH:13]=[C:14]([CH:18]=[CH:19][CH:20]=2)[C:15](O)=[O:16])[CH3:11])=[N:7][CH:8]=1)#[N:2].C1N=CN(C(N2C=NC=C2)=O)C=1.[Na].C(=O)([O-])O.[Na+]>O1CCCC1>[F:32][CH:30]([F:31])[C:29]1[C:24]2[N:25]([C:21]([C:4]3[C:3]([C:1]#[N:2])=[CH:8][N:7]=[C:6]([NH:9][CH:10]([C:12]4[CH:20]=[CH:19][CH:18]=[C:14]([CH2:15][OH:16])[CH:13]=4)[CH3:11])[N:5]=3)=[CH:22][N:23]=2)[CH:26]=[CH:27][CH:28]=1 |f:3.4,^1:44|. Procedure details: 151 mg of the 3-[1-({5-cyano-4-[8-(difluoromethyl)imidazo[1,2-a]pyridin-3-yl]pyrimidin-2-yl}amino)ethyl] benzoic acid [100-4] was dissolved in 4 mL of tetrahydrofuran, then 282 mg of N,N-carbonyldiimidazole was added, and stirred overnight at room temperature. The reaction mixture was added with 132 mg of sodium boronhydride in two additions, and stirred at room temperature for 30 minutes. Thereto, a saturated aqueous solution of sodium hydrogen carbonate was added, and extracted with ethyl acet... Reactants: FC=1C=C(C=CC1OC(F)(F)F)[C@]1(CCOC=2C1=NC=CC2)NC(C2=NC=C(C=C2)[N+](=O)[O-])=O ((S)-N-(4-(3-fluoro-4-(trifluoromethoxy)phenyl)-3,4-dihydro-2H-pyrano[3,2-b]pyridin-4-yl)-5-nitropicolinamide). Reagents/catalysts: [Pd] (Pd on carbon). The solvent is CO (MeOH), CCOC(=O)C (EtOAc). Run at time 2 hour. The product is NC=1C=CC(=NC1)C(=O)N[C@@]1(CCOC=2C1=NC=CC2)C2=CC(=C(C=C2)OC(F)(F)F)F ((S)-5-amino-N-(4-(3-fluoro-4-(trifluoromethoxy)phenyl)-3,4-dihydro-2H-pyrano[3,2-b]pyridin-4-yl)picolinamide). As a reaction SMILES: [F:1][C:2]1[CH:3]=[C:4]([C@:13]2([NH:23][C:24](=[O:34])[C:25]3[CH:30]=[CH:29][C:28]([N+:31]([O-])=O)=[CH:27][N:26]=3)[C:18]3=[N:19][CH:20]=[CH:21][CH:22]=[C:17]3[O:16][CH2:15][CH2:14]2)[CH:5]=[CH:6][C:7]=1[O:8][C:9]([F:12])([F:11])[F:10]>CO.CCOC(C)=O.[Pd]>[NH2:31][C:28]1[CH:29]=[CH:30][C:25]([C:24]([NH:23][C@@:13]2([C:4]3[CH:5]=[CH:6][C:7]([O:8][C:9]([F:12])([F:11])[F:10])=[C:2]([F:1])[CH:3]=3)[C:18]3=[N:19][CH:20]=[CH:21][CH:22]=[C:17]3[O:16][CH2:15][CH2:14]2)=[O:34])=[N:26][CH:27]=1. Procedure: To a solution of (S)-N-(4-(3-fluoro-4-(trifluoromethoxy)phenyl)-3,4-dihydro-2H-pyrano[3,2-b]pyridin-4-yl)-5-nitropicolinamide (105 mg, 0.220 mmol, Example 62) in MeOH (1.3 mL) was added a solution of Pd on carbon (0.012 mL, 0.110 mmol) in EtOAc (0.3 mL). The resulting mixture was stirred at room temperature under H2 (balloon) for 2 h. The mixture was filtered through Celite® brand filter agent t and the Celite® brand filter agent was washed with MeOH (2×2 mL). The filtrate was concentrated in va...